From a dataset of the Open Reaction Database (ORD), a public repository of structured organic reaction records. describe an organic reaction: reactants, conditions, products, and yield Reactants: COC(C)n1c(=O)c2[nH]cnc2n(C)c1=O, CC(C)OC(C)C, CCOP(=O)(CCCCCl)OCC. Product: CCOP(=O)(CCCCn1cnc2c1c(=O)n(C(C)OC)c(=O)n2C)OCC. RXN SMILES: [CH3:1][O:2][CH:3]([CH3:4])[n:5]1[c:6](=[O:7])[n:8]([CH3:16])[c:9]2[n:10][cH:11][nH:12][c:13]2[c:14]1=[O:15].[CH:30]([O:31][CH:32]([CH3:33])[CH3:34])([CH3:35])[CH3:36].[Cl:17][CH2:18][CH2:19][CH2:20][CH2:21][P:22]([O:23][CH2:24][CH3:25])(=[O:26])[O:27][CH2:28][CH3:29]>>[CH3:1][O:2][CH:3]([CH3:4])[n:5]1[c:6](=[O:7])[n:8]([CH3:16])[c:9]2[n:10][cH:11][n:12]([CH2:18][CH2:19][CH2:20][CH2:21][P:22]([O:23][CH2:24][CH3:25])(=[O:26])[O:27][CH2:28][CH3:29])[c:13]2[c:14]1=[O:15]. The reactants are COC(=O)C1=C(N(C(C(=C1)Br)=O)CCC1=CC=CC=C1)CBr (5-bromo-2-bromomethyl-6-oxo-1-phenethyl-1,6-dihydro-pyridine-3-carboxylic acid methyl ester), COC(CNS(=O)(=O)C1=CC=C(C=C1)C)=O ((toluene-4-sulfonylamino)-acetic acid methyl ester), [I-].[Na+] (sodium iodide), C([O-])([O-])=O.[K+].[K+] (potassium carbonate). Solvent: CN(C)C=O (DMF), [Cl-].[Na+].O (Brine). Run at time 16 hour. Product: COC(=O)C1=C(N(C(C(=C1)Br)=O)CCC1=CC=CC=C1)CN(S(=O)(=O)C1=CC=C(C=C1)C)CC(=O)OC (5-Bromo-2-{[methoxycarbonylmethyl-(toluene-4-sulfonyl)-amino]-methyl}-6-oxo-1-phenethyl-1,6-dihydro-pyridine-3-carboxylic acid methyl ester). The yield is 84.1%. Reaction SMILES: [CH3:1][O:2][C:3]([C:5]1[CH:10]=[C:9]([Br:11])[C:8](=[O:12])[N:7]([CH2:13][CH2:14][C:15]2[CH:20]=[CH:19][CH:18]=[CH:17][CH:16]=2)[C:6]=1[CH2:21]Br)=[O:4].[CH3:23][O:24][C:25](=[O:38])[CH2:26][NH:27][S:28]([C:31]1[CH:36]=[CH:35][C:34]([CH3:37])=[CH:33][CH:32]=1)(=[O:30])=[O:29].[I-].[Na+].C(=O)([O-])[O-].[K+].[K+]>CN(C=O)C.[Cl-].[Na+].O>[CH3:1][O:2][C:3]([C:5]1[CH:10]=[C:9]([Br:11])[C:8](=[O:12])[N:7]([CH2:13][CH2:14][C:15]2[CH:20]=[CH:19][CH:18]=[CH:17][CH:16]=2)[C:6]=1[CH2:21][N:27]([CH2:26][C:25]([O:24][CH3:23])=[O:38])[S:28]([C:31]1[CH:32]=[CH:33][C:34]([CH3:37])=[CH:35][CH:36]=1)(=[O:30])=[O:29])=[O:4] |f:2.3,4.5.6,8.9.10|. Procedure: A mixture of 5-bromo-2-bromomethyl-6-oxo-1-phenethyl-1,6-dihydro-pyridine-3-carboxylic acid methyl ester (320 mg, 0.746 mmol), (toluene-4-sulfonylamino)-acetic acid methyl ester (200 mg, 0.821 mmol), sodium iodide (212 mg, 1.49 mmol) and potassium carbonate (206 mg, 1.49 mmol) in DMF (7 mL) was stirred at r.t. for 16 h. Brine (50 mL) was added and the mixture was extracted with EtOAc. The organic layer was washed with water and dried over MgSO4. After the solvent was evaporated in vacuo, the cru... Starting materials: [Cl-].[Al+3].[Cl-].[Cl-] (aluminium chloride), NC1=C(C(=O)C2=CC(=C(C=C2)OC)OC)C=C(C=C1)Cl (2-amino-5-chloro-3',4'-dimethoxybenzophenone), C(#N)CC(=O)OC (methyl cyanoacetate). Run in O (water). Conditions: temperature 100 celsius, time 2.5 hour. Yields the product ClC=1C=C2C(=NC(=NC2=CC1)CC(=O)OC)C1=CC(=C(C=C1)OC)OC (methyl 6-chloro-4-(3,4-dimethoxyphenyl)quinazoline-2-acetate). Yield: 55.0%. RXN SMILES: [Cl-].[Al+3].[Cl-].[Cl-].[NH2:5][C:6]1[CH:23]=[CH:22][C:21]([Cl:24])=[CH:20][C:7]=1[C:8]([C:10]1[CH:15]=[CH:14][C:13]([O:16][CH3:17])=[C:12]([O:18][CH3:19])[CH:11]=1)=O.[C:25]([CH2:27][C:28]([O:30][CH3:31])=[O:29])#[N:26]>O>[Cl:24][C:21]1[CH:20]=[C:7]2[C:6](=[CH:23][CH:22]=1)[N:5]=[C:25]([CH2:27][C:28]([O:30][CH3:31])=[O:29])[N:26]=[C:8]2[C:10]1[CH:15]=[CH:14][C:13]([O:16][CH3:17])=[C:12]([O:18][CH3:19])[CH:11]=1 |f:0.1.2.3|. Procedure details: Powdered aluminium chloride (0.21 g) was added to a mixture of 2-amino-5-chloro-3',4'-dimethoxybenzophenone (0.23 g) and methyl cyanoacetate (5 ml), and the resulting mixture was stirred at 100° C. for 2.5 hours. The reaction mixture was poured into water and extracted with ethyl acetate. The ethyl acetate layer was washed with water and dried over magnesium sulfate, and the solvent was evaporated. The residue was subjected to column chromatography on silica gel. The fractions eluted with hexane... Reactants: COC(=O)C1N(CCC1)C(=O)C1=CC(=C2COCCN21)C(N[C@H](CC)C2=CC=CC=C2)=O (1-[8-((R)-1-Phenyl-propylcarbamoyl)-3,4-dihydro-1H-pyrrolo[2,1-c][1,4]oxazine-6-carbonyl]-pyrrolidine-2-carboxylic acid methyl ester), [OH-].[Na+] (sodium hydroxide), COC(=O)[C@@H]1N(CCC1)C(=O)C1=CC(=C2COCCN21)C(N[C@H](CC)C2=CC=CC=C2)=O ((R)-1-[8-((R)-1-phenyl-propylcarbamoyl)-3,4-dihydro-1H-pyrrolo[2,1-c][1,4]oxazine-6-carbonyl]-pyrrolidine-2-carboxylic acid methyl ester), Cl (hydrochloric acid). Run in O1CCCC1 (tetrahydrofuran), O (water). The product is C1(=CC=CC=C1)[C@@H](CC)NC(=O)C=1C=C(N2C1COCC2)C(=O)N2[C@H](CCC2)C(=O)O ((R)-1-[8-((R)-1-phenyl-propylcarbamoyl)-3,4-dihydro-1H-pyrrolo[2,1-c][1,4]oxazine-6-carbonyl]-pyrrolidine-2-carboxylic acid). RXN SMILES: C[O:2][C:3]([C@H:5]1[CH2:9][CH2:8][CH2:7][N:6]1[C:10]([C:12]1[N:20]2[C:15]([CH2:16][O:17][CH2:18][CH2:19]2)=[C:14]([C:21](=[O:32])[NH:22][C@@H:23]([C:26]2[CH:31]=[CH:30][CH:29]=[CH:28][CH:27]=2)[CH2:24][CH3:25])[CH:13]=1)=[O:11])=[O:4].COC(C1CCCN1C(C1N2C(COCC2)=C(C(=O)N[C@@H](C2C=CC=CC=2)CC)C=1)=O)=O.[OH-].[Na+].Cl>O1CCCC1.O>[C:26]1([C@H:23]([NH:22][C:21]([C:14]2[CH:13]=[C:12]([C:10]([N:6]3[CH2:7][CH2:8][CH2:9][C@@H:5]3[C:3]([OH:4])=[O:2])=[O:11])[N:20]3[CH2:19][CH2:18][O:17][CH2:16][C:15]=23)=[O:32])[CH2:24][CH3:25])[CH:31]=[CH:30][CH:29]=[CH:28][CH:27]=1 |f:2.3|. Procedure details: A mixture of (R)-1-[8-((R)-1-phenyl-propylcarbamoyl)-3,4-dihydro-1H-pyrrolo[2,1-c][1,4]oxazine-6-carbonyl]-pyrrolidine-2-carboxylic acid methyl ester (Comp. No. 16m) (171 mg, 0.389 mmol) in tetrahydrofuran (5 ml) and water (4 ml), and 2 M aqueous sodium hydroxide (1 ml, 2 mmol) was refluxed for 3 h, cooled to room temperature, acidified with excess aqueous hydrochloric acid, and extracted with dichloromethane. Solvents were evaporated to give 140 mg of (R)-1-[8-((R)-1-phenyl-propylcarbamoyl)-3,4... Starting materials: O(S(=O)(=O)C(F)(F)F)[Si](C)(C)C (trimethylsilyl triflate), ClC1=C(C=CC(=C1COC1=CC=CC=2N(C(=NC21)OC)CC2=NC=CC=C2)Cl)N(C(CNC(=O)C2CN(CC2)C2CN(CC2)C(=O)OC(C)(C)C)=O)C (tert-butyl 3-((2-((2,4-dichloro-3-(((2-methoxy-1-(pyridin-2-ylmethyl)-1H-benzo[d]imidazol-4-yl)oxy)methyl)phenyl)(methyl)amino)-2-oxoethyl)carbamoyl)-[1,3′-bipyrrolidine]-1′-carboxylate), O(S(=O)(=O)C(F)(F)F)[Si](C)(C)C (trimethylsilyl triflate). Product: ClC1=C(C=CC(=C1COC1=CC=CC=2N(C(=NC21)OC)CC2=NC=CC=C2)Cl)N(C(CNC(=O)C2CN(CC2)C2CNCC2)=O)C (N-(2-((2,4-dichloro-3-((2-methoxy-1-(pyridin-2-ylmethyl)-1H-benzo[d]imidazol-4-yloxy)methyl)phenyl)(methyl)amino)-2-oxoethyl)-1,3′-bipyrrolidine-3-carboxamide). Solvent: ClCCl (dichloromethane). As a reaction SMILES: [Cl:1][C:2]1[C:7]([CH2:8][O:9][C:10]2[C:18]3[N:17]=[C:16]([O:19][CH3:20])[N:15]([CH2:21][C:22]4[CH:27]=[CH:26][CH:25]=[CH:24][N:23]=4)[C:14]=3[CH:13]=[CH:12][CH:11]=2)=[C:6]([Cl:28])[CH:5]=[CH:4][C:3]=1[N:29]([CH3:53])[C:30](=[O:52])[CH2:31][NH:32][C:33]([CH:35]1[CH2:39][CH2:38][N:37]([CH:40]2[CH2:44][CH2:43][N:42](C(OC(C)(C)C)=O)[CH2:41]2)[CH2:36]1)=[O:34].O([Si](C)(C)C)S(C(F)(F)F)(=O)=O>ClCCl>[Cl:1][C:2]1[C:7]([CH2:8][O:9][C:10]2[C:18]3[N:17]=[C:16]([O:19][CH3:20])[N:15]([CH2:21][C:22]4[CH:27]=[CH:26][CH:25]=[CH:24][N:23]=4)[C:14]=3[CH:13]=[CH:12][CH:11]=2)=[C:6]([Cl:28])[CH:5]=[CH:4][C:3]=1[N:29]([CH3:53])[C:30](=[O:52])[CH2:31][NH:32][C:33]([CH:35]1[CH2:39][CH2:38][N:37]([CH:40]2[CH2:44][CH2:43][NH:42][CH2:41]2)[CH2:36]1)=[O:34]. Reported procedure: A solution of tert-butyl 3-((2-((2,4-dichloro-3-(((2-methoxy-1-(pyridin-2-ylmethyl)-1H-benzo[d]imidazol-4-yl)oxy)methyl)phenyl)(methyl)amino)-2-oxoethyl)carbamoyl)-[1,3′-bipyrrolidine]-1′-carboxylate (0.27 g, 0.35 mmol) in dichloromethane (10 ml) was cooled in an ice bath and treated with dropwise addition of trimethylsilyl triflate (0.07 mL, 0.39 mmol) and stirred at 0° C. for ten minutes. The reaction was treated with another dropwise addition of trimethylsilyl triflate (0.06 mL, 0.35 mmol) st... Reaction conditions: temperature 0 celsius.